Dataset: the Open Reaction Database (ORD), a public repository of structured organic reaction records. Task: describe an organic reaction: reactants, conditions, products, and yield Starting materials: Cc1cccc(-c2nn3c(c2-c2ccnc4cc(Br)ccc24)CCC3)n1, C=CC(=O)OC, CCCCN(CCCC)CCCC, Cc1ccccc1, CN(C)C=O, CC(=O)[O-], CC(=O)[O-], [Pd+2], Cc1ccccc1P(c1ccccc1C)c1ccccc1C. Yields the product COC(=O)C=Cc1ccc2c(-c3c(-c4cccc(C)n4)nn4c3CCC4)ccnc2c1. Reaction SMILES: [Br:1][c:2]1[cH:3][cH:4][c:5]2[c:6](-[c:12]3[c:13]4[n:14]([n:15][c:16]3-[c:17]3[n:18][c:19]([CH3:23])[cH:20][cH:21][cH:22]3)[CH2:24][CH2:25][CH2:26]4)[cH:7][cH:8][n:9][c:10]2[cH:11]1.[C:40]([CH:41]=[CH2:42])(=[O:43])[O:44][CH3:45].[CH3:27][CH2:28][CH2:29][CH2:30][N:31]([CH2:32][CH2:33][CH2:34][CH3:35])[CH2:36][CH2:37][CH2:38][CH3:39].[CH3:68][c:69]1[cH:70][cH:71][cH:72][cH:73][cH:74]1.[CH3:84][N:85]([CH3:86])[CH:87]=[O:88].[O-:76][C:77]([CH3:78])=[O:79].[O-:80][C:81]([CH3:82])=[O:83].[Pd+2:75].[c:46]1([CH3:47])[cH:48][cH:49][cH:50][cH:51][c:52]1[P:53]([c:54]1[cH:55][cH:56][cH:57][cH:58][c:59]1[CH3:60])[c:61]1[cH:62][cH:63][cH:64][cH:65][c:66]1[CH3:67]>>[c:2]1([CH:42]=[CH:41][C:40](=[O:43])[O:44][CH3:45])[cH:3][cH:4][c:5]2[c:6](-[c:12]3[c:13]4[n:14]([n:15][c:16]3-[c:17]3[n:18][c:19]([CH3:23])[cH:20][cH:21][cH:22]3)[CH2:24][CH2:25][CH2:26]4)[cH:7][cH:8][n:9][c:10]2[cH:11]1. Starting materials: solution, OC1=CC=C(C=C1)C1N(C(C2=CC=CC=C2C1)=O)C (3-(4-hydroxyphenyl)-2-methyl-1-oxo-1,2,3,4-tetrahydroisoquinoline), C([O-])([O-])=O.[K+].[K+] (potassium carbonate), C(C)(C)I (isopropyl iodide). The solvent is O (water). Product: C(C)(C)OC1=CC=C(C=C1)C1N(C(C2=CC=CC=C2C1)=O)C (3-(4-isopropyloxyphenyl)-2-methyl-1-oxo-1,2,3,4-tetrahydroisoquinoline). As a reaction SMILES: [OH:1][C:2]1[CH:7]=[CH:6][C:5]([CH:8]2[CH2:17][C:16]3[C:11](=[CH:12][CH:13]=[CH:14][CH:15]=3)[C:10](=[O:18])[N:9]2[CH3:19])=[CH:4][CH:3]=1.C(=O)([O-])[O-].[K+].[K+].[CH:26](I)([CH3:28])[CH3:27]>O>[CH:26]([O:1][C:2]1[CH:3]=[CH:4][C:5]([CH:8]2[CH2:17][C:16]3[C:11](=[CH:12][CH:13]=[CH:14][CH:15]=3)[C:10](=[O:18])[N:9]2[CH3:19])=[CH:6][CH:7]=1)([CH3:28])[CH3:27] |f:1.2.3|. Procedure details: To 20 ml of a solution containing 1.50 g of 3-(4-hydroxyphenyl)-2-methyl-1-oxo-1,2,3,4-tetrahydroisoquinoline, 0.86 g of potassium carbonate and 1.24 ml of isopropyl iodide were added and the resulting mixture was heated to reflux for 21 hours. After allowing the mixture to cool, water was added thereto and the resultant was extracted with ethyl acetate. The combined organic layers were washed with brine and dried over anhydrous magnesium sulfate. After evaporating the solvent under reduced pres... The reactants are NCCSCC1=NSC=C1 (3-[(2-aminoethyl)thiomethyl]isothiazole), CNC(SC)=N[N+](=O)[O-] (N,S-dimethyl-N'-nitroisothiourea), CSC(N[N+](=O)[O-])=N (S-methyl-N-nitroisothiourea), S1N=C(C=C1)CSCCNC(=N)N[N+](=O)[O-] (N-[2-(3-isothiazolylmethylthio)ethyl]-N'-nitroguanidine). Yields the product S1N=C(C=C1)CSCCNC(=N[N+](=O)[O-])NC (N-[2-(3-isothiazolylmethylthio)ethyl]-N'-methyl-N"-nitroguanidine). Reaction SMILES: [NH2:1][CH2:2][CH2:3][S:4][CH2:5][C:6]1[CH:10]=[CH:9][S:8][N:7]=1.CSC(=N)N[N+]([O-])=O.S1C=CC(CSC[CH2:27][NH:28][C:29]([NH:31][N+:32]([O-:34])=[O:33])=N)=N1.CNC(=N[N+]([O-])=O)SC>>[S:8]1[CH:9]=[CH:10][C:6]([CH2:5][S:4][CH2:3][CH2:2][NH:1][C:29]([NH:28][CH3:27])=[N:31][N+:32]([O-:34])=[O:33])=[N:7]1. Procedure details: Reacting 3-[(2-aminoethyl)thiomethyl]isothiazole with S-methyl-N-nitroisothiourea by the procedure of Example 2(ii) gives N-[2-(3-isothiazolylmethylthio)ethyl]-N'-nitroguanidine and reaction of the same starting material with N,S-dimethyl-N'-nitroisothiourea by the procedure of Example 2(iii) gives N-[2-(3-isothiazolylmethylthio)ethyl]-N'-methyl-N"-nitroguanidine. Procedure: The 3-ethylmercapto-5,6,7,8-tetrahydro-6-pyrido[4,3-c]pyridazinecarboxylic acid ethyl ester, required as starting material, may be obtained in a manner analogous to that described in Example 41 (b), from 5,6,7,8-tetrahydro-3-mercapto-6-pyrido[4,3-c]pyridazinecarboxylic acid ethyl ester and ethyl bromide. M.P. 54°-56° from ligroin. As a reaction SMILES: [CH2:1]([O:3][C:4]([N:6]1[CH2:18][CH2:17][C:9]2[N:10]=[N:11][C:12](SCC)=[CH:13][C:8]=2[CH2:7]1)=[O:5])[CH3:2].C(OC(N1CCC2[N:28]=[N:29]C(S)=CC=2C1)=O)C.C(Br)C>>[CH2:1]([O:3][C:4]([N:6]1[CH2:18][CH2:17][C:9]2[N:10]=[N:11][C:12]([NH:28][NH2:29])=[CH:13][C:8]=2[CH2:7]1)=[O:5])[CH3:2]. The reactants are C(C)OC(=O)N1CC2=C(N=NC(=C2)SCC)CC1 (3-ethylmercapto-5,6,7,8-tetrahydro-6-pyrido[4,3-c]pyridazinecarboxylic acid ethyl ester), C(C)Br (ethyl bromide), ligroin, Example 41 ( b ), C(C)OC(=O)N1CC2=C(N=NC(=C2)S)CC1 (5,6,7,8-tetrahydro-3-mercapto-6-pyrido[4,3-c]pyridazinecarboxylic acid ethyl ester). Yields the product C(C)OC(=O)N1CC2=C(N=NC(=C2)NN)CC1 (3-Hydrazino-5,6,7,8-tetrahydro-6-pyrido [4,3-c]pyridazinecarboxylic acid ethyl ester). Starting materials: CN1CCCC1=O, O=CO, CCN(C(C)C)C(C)C, Nc1ncc(Cl)cc1-c1cc(Cc2ccc(OCc3ccccn3)cc2)on1, O, c1ccc(P(c2ccccc2)(c2ccccc2)[Pd](P(c2ccccc2)(c2ccccc2)c2ccccc2)(P(c2ccccc2)(c2ccccc2)c2ccccc2)P(c2ccccc2)(c2ccccc2)c2ccccc2)cc1. The product is Nc1ncccc1-c1cc(Cc2ccc(OCc3ccccn3)cc2)on1. RXN SMILES: [CH3:1][N:2]1[CH2:3][CH2:4][CH2:5][C:6]1=[O:7].[CH:36]([OH:37])=[O:38].[CH:39]([N:40]([CH2:41][CH3:42])[CH:43]([CH3:44])[CH3:45])([CH3:46])[CH3:47].[Cl:8][c:9]1[cH:10][c:11](-[c:16]2[n:17][o:18][c:19]([CH2:21][c:22]3[cH:23][cH:24][c:25]([O:28][CH2:29][c:30]4[n:31][cH:32][cH:33][cH:34][cH:35]4)[cH:26][cH:27]3)[cH:20]2)[c:12]([NH2:15])[n:13][cH:14]1.[OH2:125].[cH:48]1[cH:49][cH:50][c:51]([P:52]([Pd:53]([P:54]([c:55]2[cH:56][cH:57][cH:58][cH:59][cH:60]2)([c:61]2[cH:62][cH:63][cH:64][cH:65][cH:66]2)[c:67]2[cH:68][cH:69][cH:70][cH:71][cH:72]2)([P:73]([c:74]2[cH:75][cH:76][cH:77][cH:78][cH:79]2)([c:80]2[cH:81][cH:82][cH:83][cH:84][cH:85]2)[c:86]2[cH:87][cH:88][cH:89][cH:90][cH:91]2)[P:92]([c:93]2[cH:94][cH:95][cH:96][cH:97][cH:98]2)([c:99]2[cH:100][cH:101][cH:102][cH:103][cH:104]2)[c:105]2[cH:106][cH:107][cH:108][cH:109][cH:110]2)([c:111]2[cH:112][cH:113][cH:114][cH:115][cH:116]2)[c:117]2[cH:118][cH:119][cH:120][cH:121][cH:122]2)[cH:123][cH:124]1>>[cH:9]1[cH:10][c:11](-[c:16]2[n:17][o:18][c:19]([CH2:21][c:22]3[cH:23][cH:24][c:25]([O:28][CH2:29][c:30]4[n:31][cH:32][cH:33][cH:34][cH:35]4)[cH:26][cH:27]3)[cH:20]2)[c:12]([NH2:15])[n:13][cH:14]1. The reactants are C(Cl)C1CO1 (epichlorohydrin), C1NCCN2C1C1=C(CC3=C2C=CC=C3)C=CC=C1 (1,2,3,4,10,14b-hexahydrodibenzo[c,f]pyrazino[1,2-a]azepine). The solvent is C(C)O (ethanol). Conditions: time 5 hour. Product: ClCC(CN1CC2N(C3=C(CC4=C2C=CC=C4)C=CC=C3)CC1)O (2-(3-Chloro-2-hydroxypropyl)-1,2,3,4,10,14b-hexahydrodibenzo[c,f]pyrazino[1,2-a]azepine). Isolated yield 75.9%. RXN SMILES: [CH2:1]([CH:3]1[O:5][CH2:4]1)[Cl:2].[CH2:6]1[CH:11]2[C:12]3[CH:24]=[CH:23][CH:22]=[CH:21][C:13]=3[CH2:14][C:15]3[CH:20]=[CH:19][CH:18]=[CH:17][C:16]=3[N:10]2[CH2:9][CH2:8][NH:7]1>C(O)C>[Cl:2][CH2:1][CH:3]([OH:5])[CH2:4][N:7]1[CH2:8][CH2:9][N:10]2[C:16]3[CH:17]=[CH:18][CH:19]=[CH:20][C:15]=3[CH2:14][C:13]3[CH:21]=[CH:22][CH:23]=[CH:24][C:12]=3[CH:11]2[CH2:6]1. Procedure: 0.832 g of epichlorohydrin was added to a mixture of 4.5 ml of ethanol and 1.5 g of 1,2,3,4,10,14b-hexahydrodibenzo[c,f]pyrazino[1,2-a]azepine, whilst ice-cooling, and the mixture was stirred at room temperature for 5 hours. At the end of this time, it was concentrated by evaporation under reduced pressure. The residue was subjected to column chromatography through silica gel, using a 1:1 by volume mixture of hexane and ethyl acetate as the eluent, to afford 1.56 g (yield 76%) of the title compo... Reactants: COC1=C2CCC(NC2=CC=C1)=O (5-methoxy-3,4-dihydrocarbostyril), [H-].[Na+] (sodium hydride), oil, [Na] (sodium), COC1=C2CCC(NC2=CC=C1)=O (5-methoxy-3,4-dihydrocarbostyril), BrCCCCl (1-bromo-3-chloropropane). Solvent: CN(C=O)C (dimethylformamide), CN(C=O)C (DMF). Run at time 30 minute. Yields the product ClCCCN1C(=O)CCC2=C(C=CC=C12)OC (1-(3-chloropropyl)-5-methoxy-3,4-dihydrocarbostyril). Isolated yield 77.5%. RXN SMILES: [CH3:1][O:2][C:3]1[CH:12]=[CH:11][CH:10]=[C:9]2[C:4]=1[CH2:5][CH2:6][C:7](=[O:13])[NH:8]2.[H-].[Na+].[Na].Br[CH2:18][CH2:19][CH2:20][Cl:21]>CN(C)C=O>[Cl:21][CH2:20][CH2:19][CH2:18][N:8]1[C:9]2[C:4](=[C:3]([O:2][CH3:1])[CH:12]=[CH:11][CH:10]=2)[CH2:5][CH2:6][C:7]1=[O:13] |f:1.2,^1:15|. Procedure: To a solution of 5-methoxy-3,4-dihydrocarbostyril (53.1 g, 0.3 mole) in 200 ml of dimethylformamide (DMF) was added portionwise 60% sodium hydride in oil (19.2 g, 0.4 mole) at room temperature, and the mixture was stirred for 30 minutes. To the thus-obtained solution of the sodium salt of 5-methoxy-3,4-dihydrocarbostyril in DMF was added 1-bromo-3-chloropropane (94 ml, 0.6 mole). The mixture was stirred at 80°-90° C. for 8 hours. The DMF was distilled off under reduced pressure, and the residue ... The reactants are ClC=1C=CC(=C(C(=O)O)C1)[N+](=O)[O-] (5-Chloro-2-nitro-benzoic acid), COC(C1=C(C=CC(=C1)N(CCC)CCC)N)=O (2-amino-5-dipropylamino-benzoic acid methyl ester), S(=O)(Cl)Cl (Thionyl chloride). Solvent: C(C)O (ethanol). Conditions: time 48 hour. Yields the product C(C)OC(C1=C(C=CC(=C1)Cl)[N+](=O)[O-])=O (5-chloro-2-nitro-benzoic acid ethyl ester), intermediate. The yield is 97.0%. As a reaction SMILES: [Cl:1][C:2]1[CH:3]=[CH:4][C:5]([N+:11]([O-:13])=[O:12])=[C:6]([CH:10]=1)[C:7]([OH:9])=[O:8].CO[C:16](=O)[C:17]1C=C(N(CCC)CCC)C=CC=1N.S(Cl)(Cl)=O>C(O)C>[CH2:16]([O:8][C:7](=[O:9])[C:6]1[CH:10]=[C:2]([Cl:1])[CH:3]=[CH:4][C:5]=1[N+:11]([O-:13])=[O:12])[CH3:17]. Reported procedure: 5-Chloro-2-nitro-benzoic acid (compound A′) (10.0 g) was dissolved in ethanol (100 ml). Thionyl chloride (20 ml) was added dropwise to the solution at 0° C., and the mixture was then heated under reflux with stirring for 48 hr. After the completion of the reaction, the reaction solution was concentrated under the reduced pressure. Distilled water was added to the residue, and the mixture was neutralized with a saturated aqueous sodium hydrogencarbonate solution under ice cooling. The cooled solu... The reactants are IC1=CC=C(C=C1)N1CCC(CC1)C1CCN(CC1)C(=O)OC(C)(C)C (tert-butyl 1′-(4-iodophenyl)-4,4′-bipiperidine-1-carboxylate), N1N=CN=C1 (1H-1,2,4-triazole), CN(CCN)C (N,N-dimethylethane-1,2-diamine), [O-]P(=O)([O-])[O-].[K+].[K+].[K+] (K3PO4). Reagents/catalysts: [Cu]I (CuI). Run in CN(C)C=O (DMF). Reaction conditions: temperature 100 celsius. Yields the product N1(N=CN=C1)C1=CC=C(C=C1)N1CCC(CC1)C1CCN(CC1)C(=O)OC(C)(C)C (tert-butyl 1′-[4-(1H-1,2,4-triazol-1-yl)phenyl]-4,4′-bipiperidine-1-carboxylate). As a reaction SMILES: I[C:2]1[CH:7]=[CH:6][C:5]([N:8]2[CH2:13][CH2:12][CH:11]([CH:14]3[CH2:19][CH2:18][N:17]([C:20]([O:22][C:23]([CH3:26])([CH3:25])[CH3:24])=[O:21])[CH2:16][CH2:15]3)[CH2:10][CH2:9]2)=[CH:4][CH:3]=1.[NH:27]1[CH:31]=[N:30][CH:29]=[N:28]1.CN(C)CCN.[O-]P([O-])([O-])=O.[K+].[K+].[K+]>[Cu]I.CN(C=O)C>[N:27]1([C:2]2[CH:7]=[CH:6][C:5]([N:8]3[CH2:13][CH2:12][CH:11]([CH:14]4[CH2:19][CH2:18][N:17]([C:20]([O:22][C:23]([CH3:26])([CH3:25])[CH3:24])=[O:21])[CH2:16][CH2:15]4)[CH2:10][CH2:9]3)=[CH:4][CH:3]=2)[CH:31]=[N:30][CH:29]=[N:28]1 |f:3.4.5.6|. Procedure details: tert-Butyl 1′-(4-iodophenyl)-4,4′-bipiperidine-1-carboxylate (17 mg, 0.036 mmol) from Step 1, 1H-1,2,4-triazole (7.5 mg, 0.108 mmol), CuI (0.7 mg, 0.0036 mmol), N,N-dimethylethane-1,2-diamine (1 mg, 0.0072 mmol), K3PO4 (16 mg, 0.0756 mmol) were mixed in a 1 dram vial, followed by addition of DMF (0.1 mL). The reaction vessel was degassed and back-filled with Ar 3 times, before it was heated at 100° C. for 20 hours. The reaction was cooled, diluted with water, extracted with EtOAc, concentrated a... Starting materials: CC(=O)OC(C)=O, ClCCl, O, O=C(CCNS(=O)(=O)c1ccccc1[N+](=O)[O-])N1CCN(CCO)CC1, c1ccncc1. Yields the product CC(=O)OCCN1CCN(C(=O)CCNS(=O)(=O)c2ccccc2[N+](=O)[O-])CC1. As a reaction SMILES: [CH3:33][C:34](=[O:35])[O:36][C:37](=[O:38])[CH3:39].[Cl:41][CH2:42][Cl:43].[OH2:40].[OH:1][CH2:2][CH2:3][N:4]1[CH2:5][CH2:6][N:7]([C:10]([CH2:11][CH2:12][NH:13][S:14](=[O:15])(=[O:16])[c:17]2[c:18]([N+:23](=[O:24])[O-:25])[cH:19][cH:20][cH:21][cH:22]2)=[O:26])[CH2:8][CH2:9]1.[cH:27]1[cH:28][cH:29][n:30][cH:31][cH:32]1>>[O:1]([CH2:2][CH2:3][N:4]1[CH2:5][CH2:6][N:7]([C:10]([CH2:11][CH2:12][NH:13][S:14](=[O:15])(=[O:16])[c:17]2[c:18]([N+:23](=[O:24])[O-:25])[cH:19][cH:20][cH:21][cH:22]2)=[O:26])[CH2:8][CH2:9]1)[C:34]([CH3:33])=[O:35].